Task: describe an organic reaction: reactants, conditions, products, and yield. Dataset: the Open Reaction Database (ORD), a public repository of structured organic reaction records Reactants: [OH-].[Na+] (NaOH), OO (H2O2), C(C1=CC=CC=C1)(=O)[C@]1([C@@H]2C=C[C@H]([C@H]1C1=CC=CC=C1)C2)[N+](=O)[O-] ((1S*,2R*,3S*,4R*)- 2-Benzoyl -2-nitro-3-phenylbicyclo[2.2.1]hept-5-ene), B1C2CCCC1CCC2 (9-BBN). Run in CCO (EtOH), C1CCOC1 (THF), C1CCOC1 (THF). Reaction conditions: temperature 25 celsius, time 10 hour. The product is C(C1=CC=CC=C1)(=O)[C@@]1([C@@H]([C@H]2C[C@@H]([C@@H]1C2)O)C2=CC=CC=C2)[N+](=O)[O-] ((1R*,2S*,4R*,5S*,6S*)-6-Benzoyl-2-hydroxy-6-nitro-5-phenylbicyclo[2.2.1]heptane). Reaction SMILES: [C:1]([C@:9]1([N+:22]([O-:24])=[O:23])[C@H:14]([C:15]2[CH:20]=[CH:19][CH:18]=[CH:17][CH:16]=2)[C@@H:13]2[CH2:21][C@H:10]1[CH:11]=[CH:12]2)(=[O:8])[C:2]1[CH:7]=[CH:6][CH:5]=[CH:4][CH:3]=1.B1C2CCCC1CCC2.[OH-:34].[Na+].OO>C1COCC1.CCO>[C:1]([C@@:9]1([N+:22]([O-:24])=[O:23])[C@H:10]2[CH2:21][C@H:13]([CH2:12][C@@H:11]2[OH:34])[C@H:14]1[C:15]1[CH:16]=[CH:17][CH:18]=[CH:19][CH:20]=1)(=[O:8])[C:2]1[CH:3]=[CH:4][CH:5]=[CH:6][CH:7]=1 |f:2.3|. Reported procedure: A solution of Compound 9 (2.20 g, 6.90 mmol) in THF (18 mL, 0.38M) was treated with 9-BBN (8.62 mmol, 1.25 equiv) in THF (17.25 mL, 0.5M) and the mixture was allowed to stir at 25° C. under N2 for 10 hours. The resulting mixture was treated successively with 4.15 mL of EtOH, 1.5 mL of 20 percent aqueous NaOH, and 1.65 mL of 50 percent aqueous H2O2. The reaction solution was warmed at 50° C. for one hour, recooled to 25° C., and partitioned between EtOAc (200 mL) and H2O (200 mL). The EtOAc layer... As a reaction SMILES: CC(C)([O-])C.[K+].[N+:7]([CH2:9][C:10]([O:12][CH3:13])=[O:11])#[C-:8].[Br:14][C:15]1[CH:16]=[CH:17][C:18]([Cl:25])=[C:19]([CH2:21][C:22](Cl)=[O:23])[CH:20]=1.C(O)(=O)CC(CC(O)=O)(C(O)=O)O>O1CCCC1>[Br:14][C:15]1[CH:16]=[CH:17][C:18]([Cl:25])=[C:19]([CH2:21][C:22]2[O:23][CH:8]=[N:7][C:9]=2[C:10]([O:12][CH3:13])=[O:11])[CH:20]=1 |f:0.1|. Procedure: A solution of potassium t-butoxide (1.35 g) in tetrahydrofuran (20 ml) was cooled to 0° C., and thereto was added methyl isocyanoacetate (1.33 ml). Then, a solution of the above 5-bromo-2-chlorophenylacetyl chloride in tetrahydrofuran (20 ml) was added thereto, and the mixture was stirred at 0° C. for 2 hours, and then at room temperature overnight. The mixture was cooled again to 0° C. 10% aqueous citric acid solution was added thereto, and the mixture was extracted with ethyl acetate. The extr... Solvent: O1CCCC1 (tetrahydrofuran), O1CCCC1 (tetrahydrofuran). Conditions: temperature 0 celsius, time 2 hour. Starting materials: BrC=1C=CC(=C(C1)CC(=O)Cl)Cl (5-bromo-2-chlorophenylacetyl chloride), C(CC(O)(C(=O)O)CC(=O)O)(=O)O (citric acid), CC(C)([O-])C.[K+] (potassium t-butoxide), [N+](#[C-])CC(=O)OC (methyl isocyanoacetate). The product is BrC=1C=CC(=C(C1)CC1=C(N=CO1)C(=O)OC)Cl (5-bromo-2-chloro-1-(4-methoxycarbonyl-5-oxazolylmethyl)benzene). Reactants: NC1=NC(=C(C(=N1)Cl)C1=C(C=C(C=C1)Cl)Cl)Cl (2-Amino-5-(2,4-dichlorophenyl) -4,6-dichloropyrimidine), N (ammonia). Reagents/catalysts: [Cu] (copper). Run in CCO (EtOH). Reaction conditions: temperature 180 celsius. Yields the product NC1=NC(=C(C(=N1)N)C1=C(C=C(C=C1)Cl)Cl)Cl (2,4-Diamino-6-chloro-5-(2,4-dichlorophenyl)-pyrimidine). Yield: 25.0%. RXN SMILES: [NH2:1][C:2]1[N:7]=[C:6](Cl)[C:5]([C:9]2[CH:14]=[CH:13][C:12]([Cl:15])=[CH:11][C:10]=2[Cl:16])=[C:4]([Cl:17])[N:3]=1.[NH3:18]>[Cu].CCO>[NH2:1][C:2]1[N:7]=[C:6]([NH2:18])[C:5]([C:9]2[CH:14]=[CH:13][C:12]([Cl:15])=[CH:11][C:10]=2[Cl:16])=[C:4]([Cl:17])[N:3]=1. Reported procedure: A mixture of 2-amino-5-(2,4-dichlorophenyl) -4,6-dichloropyrimidine (0.5 g) (Example 32) EtOH saturated with ammonia (20 ml) and copper powder (0.05 g) was heated in an autoclave at 180° C. for 18 hours. The cooled reaction mixture was filtered, evaporated and the residue purified by flash column chromatography to give the title compound (0.12, 25%), mp. 219° C. Microanalysis: The reactants are C(C)(=O)N1C(C(C2=CC=C(C=C12)C1=C(C=CC=C1)C)=C(C1=CC=CC=C1)OCC)=O (1-acetyl-3-(1-ethoxy-1-phenyl-methylidene)-6-(2-tolyl)-2-indolinone), CN(C)CC1=CC=C(N)C=C1 (4-(dimethylaminomethyl)-aniline). Product: CN(C)CC1=CC=C(N\C(\C2=CC=CC=C2)=C\2/C(NC3=CC(=CC=C23)C2=C(C=CC=C2)C)=O)C=C1 (3-(Z)-{1-[4-(dimethylaminomethyl)-anilino]-1-phenyl-methylidene}-6-(2-tolyl)-2-indolinone). Reaction SMILES: C([N:4]1[C:12]2[C:7](=[CH:8][CH:9]=[C:10]([C:13]3[CH:18]=[CH:17][CH:16]=[CH:15][C:14]=3[CH3:19])[CH:11]=2)[C:6](=[C:20](OCC)[C:21]2[CH:26]=[CH:25][CH:24]=[CH:23][CH:22]=2)[C:5]1=[O:30])(=O)C.[CH3:31][N:32]([CH2:34][C:35]1[CH:41]=[CH:40][C:38]([NH2:39])=[CH:37][CH:36]=1)[CH3:33]>>[CH3:33][N:32]([CH2:34][C:35]1[CH:41]=[CH:40][C:38]([NH:39]/[C:20](=[C:6]2\[C:5](=[O:30])[NH:4][C:12]3[C:7]\2=[CH:8][CH:9]=[C:10]([C:13]2[CH:18]=[CH:17][CH:16]=[CH:15][C:14]=2[CH3:19])[CH:11]=3)/[C:21]2[CH:22]=[CH:23][CH:24]=[CH:25][CH:26]=2)=[CH:37][CH:36]=1)[CH3:31]. Procedure details: Prepared from 1-acetyl-3-(1-ethoxy-1-phenyl-methylidene)-6-(2-tolyl)-2-indolinone and 4-(dimethylaminomethyl)-aniline Starting materials: FC(C(=O)O)(F)F.CN(C1CCC(CC1)OC=1C=2C=3CNCCC3SC2N=CN1)C (N,N-dimethyl-4-[8-thia-4,6,12-triazatricyclo[7.4.0.0-[2,7]]trideca-1(9),2(7),3,5-tetraen-3-yloxy]cyclohexan-1-amine trifluoroacetate), TEA, CS(=O)(=O)Cl (MsCl). The solvent is ClCCl (dichloromethane). Run at time 2 hour. Yields the product CS(=O)(=O)N1CCC=2SC=3N=CN=C(C3C2C1)OC1CCC(CC1)N(C)C (4-([12-methanesulfonyl-8-thia-4,6,12-triazatricyclo[7.4.0.0-[2,7]]trideca-1(9),2(7),3,5-tetraen-3-yl]oxy)-N,N-dimethylcyclohexan-1-amine). As a reaction SMILES: FC(F)(F)C(O)=O.[CH3:8][N:9]([CH3:30])[CH:10]1[CH2:15][CH2:14][CH:13]([O:16][C:17]2[C:18]3[C:19]4[CH2:20][NH:21][CH2:22][CH2:23][C:24]=4[S:25][C:26]=3[N:27]=[CH:28][N:29]=2)[CH2:12][CH2:11]1.[CH3:31][S:32](Cl)(=[O:34])=[O:33]>ClCCl>[CH3:31][S:32]([N:21]1[CH2:20][C:19]2[C:18]3[C:17]([O:16][CH:13]4[CH2:12][CH2:11][CH:10]([N:9]([CH3:30])[CH3:8])[CH2:15][CH2:14]4)=[N:29][CH:28]=[N:27][C:26]=3[S:25][C:24]=2[CH2:23][CH2:22]1)(=[O:34])=[O:33] |f:0.1|. Reported procedure: To a solution of N,N-dimethyl-4-[8-thia-4,6,12-triazatricyclo[7.4.0.0-[2,7]]trideca-1(9),2(7),3,5-tetraen-3-yloxy]cyclohexan-1-amine trifluoroacetate (30 mg, 0.09 mmol, 1.00 equiv) in 5 mL of anhydrous dichloromethane was added TEA (40 mg, 0.40 mmol, 4.38 equiv) and MsCl (14 mg, 0.12 mmol, 1.36 equiv) at 0° C. under nitrogen. The resulting solution was stirred for 2 h at room temperature. The reaction mixture was concentrated under vacuum and the residue was purified by preparative HPLC under th... Run in O (water), O1CCOCC1 (dioxane). Starting materials: CN1C(C2(CCN(CC2)C(\C=C\C2=C(C=CC=C2)C(F)(F)F)=O)C2=CC(=CC=C12)C(=O)N)=O ((E)-1-methyl-2-oxo-1′-(3-(2-(trifluoromethyl)phenyl)acryloyl)spiro[indoline-3,4′-piperidine]-5-carboxamide), N1=CC=CC=C1 (pyridine), FC(C(=O)OC(C(F)(F)F)=O)(F)F (trifluoroacetic anhydride). Reaction SMILES: FC(F)(F)C(OC(=O)C(F)(F)F)=O.[CH3:14][N:15]1[C:42]2[C:37](=[CH:38][C:39]([C:43]([NH2:45])=O)=[CH:40][CH:41]=2)[C:17]2([CH2:22][CH2:21][N:20]([C:23](=[O:36])/[CH:24]=[CH:25]/[C:26]3[CH:31]=[CH:30][CH:29]=[CH:28][C:27]=3[C:32]([F:35])([F:34])[F:33])[CH2:19][CH2:18]2)[C:16]1=[O:46].N1C=CC=CC=1>O1CCOCC1.O>[CH3:14][N:15]1[C:42]2[C:37](=[CH:38][C:39]([C:43]#[N:45])=[CH:40][CH:41]=2)[C:17]2([CH2:22][CH2:21][N:20]([C:23](=[O:36])/[CH:24]=[CH:25]/[C:26]3[CH:31]=[CH:30][CH:29]=[CH:28][C:27]=3[C:32]([F:35])([F:33])[F:34])[CH2:19][CH2:18]2)[C:16]1=[O:46]. Procedure details: A solution of trifluoroacetic anhydride (34 mg, 0.157 mmol) in dioxane (4 mL) was added dropwise to a stirred, ice-cooled solution of (E)-1-methyl-2-oxo-1′-(3-(2-(trifluoromethyl)phenyl)acryloyl)spiro[indoline-3,4′-piperidine]-5-carboxamide (60 mg, 0.131 mmol) and pyridine (60 mg, 0.262 mmol). The reaction mixture was stirred at rt overnight. The mixture was diluted with water and extracted with EtOAc. The organic layer was dried over Na2SO4 and concentrated to afford the crude product. After pu... Yields the product CN1C(C2(CCN(CC2)C(\C=C\C2=C(C=CC=C2)C(F)(F)F)=O)C2=CC(=CC=C12)C#N)=O ((E)-1-methyl-2-oxo-1′-(3-(2-(trifluoromethyl) phenyl)acryloyl)spiro[indoline-3,4′-piperidine]-5-carbonitrile). Reaction conditions: time 8 hour. Yields the product OC1c2ccccc2COc2ccc(CCOC(c3ccccc3)(c3ccccc3)c3ccccc3)cc21. As a reaction SMILES: [OH2:21].[OH:22][CH:23]1[c:24]2[c:25]([cH:34][cH:35][c:36]([CH2:38][CH2:39][OH:40])[cH:37]2)[O:26][CH2:27][c:28]2[c:29]1[cH:30][cH:31][cH:32][cH:33]2.[c:1]1([C:7]([Cl:8])([c:9]2[cH:10][cH:11][cH:12][cH:13][cH:14]2)[c:15]2[cH:16][cH:17][cH:18][cH:19][cH:20]2)[cH:2][cH:3][cH:4][cH:5][cH:6]1.[cH:41]1[cH:42][cH:43][n:44][cH:45][cH:46]1>>[c:1]1([C:7]([c:9]2[cH:10][cH:11][cH:12][cH:13][cH:14]2)([c:15]2[cH:16][cH:17][cH:18][cH:19][cH:20]2)[O:40][CH2:39][CH2:38][c:36]2[cH:35][cH:34][c:25]3[c:24]([cH:37]2)[CH:23]([OH:22])[c:29]2[c:28]([cH:33][cH:32][cH:31][cH:30]2)[CH2:27][O:26]3)[cH:2][cH:3][cH:4][cH:5][cH:6]1. Starting materials: O, OCCc1ccc2c(c1)C(O)c1ccccc1CO2, ClC(c1ccccc1)(c1ccccc1)c1ccccc1, c1ccncc1. Reactants: O=C1CCC(N2Cc3c(OCc4ccc(CBr)cc4)cccc3C2=O)C(=O)N1, CCOCC, CCN(C(C)C)C(C)C, ClCCl, O=S(=O)(CC(F)(F)F)N1CCNCC1. As a reaction SMILES: [Br:1][CH2:2][c:3]1[cH:4][cH:5][c:6]([CH2:7][O:8][c:9]2[c:10]3[c:14]([cH:15][cH:16][cH:17]2)[C:13](=[O:18])[N:12]([CH:19]2[C:20](=[O:26])[NH:21][C:22](=[O:25])[CH2:23][CH2:24]2)[CH2:11]3)[cH:27][cH:28]1.[CH3:52][CH2:53][O:54][CH2:55][CH3:56].[CH:43]([N:44]([CH2:45][CH3:46])[CH:47]([CH3:48])[CH3:49])([CH3:50])[CH3:51].[Cl:57][CH2:58][Cl:59].[F:29][C:30]([CH2:31][S:32](=[O:33])(=[O:34])[N:35]1[CH2:36][CH2:37][NH:38][CH2:39][CH2:40]1)([F:41])[F:42]>>[CH2:2]([c:3]1[cH:4][cH:5][c:6]([CH2:7][O:8][c:9]2[c:10]3[c:14]([cH:15][cH:16][cH:17]2)[C:13](=[O:18])[N:12]([CH:19]2[C:20](=[O:26])[NH:21][C:22](=[O:25])[CH2:23][CH2:24]2)[CH2:11]3)[cH:27][cH:28]1)[N:38]1[CH2:37][CH2:36][N:35]([S:32]([CH2:31][C:30]([F:29])([F:41])[F:42])(=[O:33])=[O:34])[CH2:40][CH2:39]1. Product: O=C1CCC(N2Cc3c(OCc4ccc(CN5CCN(S(=O)(=O)CC(F)(F)F)CC5)cc4)cccc3C2=O)C(=O)N1.